From a dataset of the Open Reaction Database (ORD), a public repository of structured organic reaction records. describe an organic reaction: reactants, conditions, products, and yield Reactants: C(C)N(C\C(=C/C1=C(C=CC(=C1)F)S(=O)(=O)N(C(=O)OC)C1=CC=C2C3C(COC2=C1C(=O)OC)C3)\C)CC (methyl (1aRS,7bSR)-5-[N-[2-((Z)-3-diethylamino-2-methylprop-1-enyl)-4-fluorobenzenesulfonyl]-N-methoxycarbonylamino]-1,1a,2,7b-tetrahydrocyclopropa-[c]chromene-4-carboxylate), C(C)N(C\C(=C/C1=C(C=CC(=C1)F)S(=O)(=O)N(C(=O)OC)C1=CC=C2C3C(COC2=C1C(=O)OC)C3)\C)CC (methyl (1aRS,7bSR)-5-[N-[2-((Z)-3-diethylamino-2-methylprop-1-enyl)-4-fluorobenzenesulfonyl]-N-methoxycarbonylamino]-1,1a,2,7b-tetrahydrocyclopropa-[c]chromene-4-carboxylate), O.[OH-].[Li+] (lithium hydroxide monohydrate), C(=O)O (formic acid). Run in O1CCOCC1 (dioxane), O (water), CO (methanol). Product: C(C)N(C\C(=C/C1=C(C=CC(=C1)F)S(=O)(=O)NC1=CC=C2C3C(COC2=C1C(=O)O)C3)\C)CC ((1aRS,7bSR)-5-[2-((Z)-3-diethylamino-2-methylprop-1-enyl)-4-fluorobenzene-sulfonylamino]-1,1a,2,7b-tetrahydrocyclopropa[c]chromene-4-carboxylic acid). The yield is 87.8%. As a reaction SMILES: [CH2:1]([N:3]([CH2:38][CH3:39])[CH2:4]/[C:5](/[CH3:37])=[CH:6]\[C:7]1[CH:12]=[C:11]([F:13])[CH:10]=[CH:9][C:8]=1[S:14]([N:17]([C:22]1[C:31]([C:32]([O:34]C)=[O:33])=[C:30]2[C:25]([CH:26]3[CH2:36][CH:27]3[CH2:28][O:29]2)=[CH:24][CH:23]=1)C(OC)=O)(=[O:16])=[O:15])[CH3:2].O.[OH-].[Li+].C(O)=O>O1CCOCC1.O.CO>[CH2:38]([N:3]([CH2:1][CH3:2])[CH2:4]/[C:5](/[CH3:37])=[CH:6]\[C:7]1[CH:12]=[C:11]([F:13])[CH:10]=[CH:9][C:8]=1[S:14]([NH:17][C:22]1[C:31]([C:32]([OH:34])=[O:33])=[C:30]2[C:25]([CH:26]3[CH2:36][CH:27]3[CH2:28][O:29]2)=[CH:24][CH:23]=1)(=[O:15])=[O:16])[CH3:39] |f:1.2.3|. Procedure details: A mixture of methyl (1aRS,7bSR)-5-[N-[2-((Z)-3-diethylamino-2-methylprop-1-enyl)-4-fluorobenzenesulfonyl]-N-methoxycarbonylamino]-1,1a,2,7b-tetrahydrocyclopropa-[c]chromene-4-carboxylate (Intermediate 200, 0.264 g) and lithium hydroxide monohydrate (0.505 g) in dioxane (9 mL) and water (3 mL) was irradiated in the microwave at 130° C. for 40 minutes. After cooling, the mixture was diluted with methanol, acidified with formic acid and evaporated in vacuo then azeotroped with a mixture of ethanol ... The reactants are C1(CC1)S(=O)(=O)C1=CC=C(C=C1)C(CC1CCOCC1)C1=CC=C(N1)C1=CC=C(C=N1)CC(=O)O ([6-(5-{1-[4-(cyclopropylsulfonyl)phenyl]-2-(tetrahydro-2H-pyran-4-yl)ethyl}-1H-pyrrol-2-yl)pyridin-3-yl]acetic acid), N1CCOCC1 (morpholine), Cl.CN(CCCN=C=NCC)C (N-[3-(dimethylamino)propyl]-N′-ethylcarbodiimide hydrochloride), ON1N=NC2=C1C=CC=C2 (1-hydroxybenzotriazole). The solvent is CN(C=O)C (N,N-dimethylformamide), C(C)N(CC)CC (triethylamine), O (Water). Conditions: time 16 hour. The product is C1(CC1)S(=O)(=O)C1=CC=C(C=C1)C(CC1CCOCC1)C1=CC=C(N1)C1=CC=C(C=N1)CC(=O)N1CCOCC1 (4-{[6-(5-{1-[4-(cyclopropylsulfonyl)phenyl]-2-(tetrahydro-2H-pyran-4-yl)ethyl}-1H-pyrrol-2-yl)pyridin-3-yl]acetyl}morpholine). The yield is 76.0%. Reaction SMILES: [CH:1]1([S:4]([C:7]2[CH:12]=[CH:11][C:10]([CH:13]([C:21]3[NH:25][C:24]([C:26]4[N:31]=[CH:30][C:29]([CH2:32][C:33](O)=[O:34])=[CH:28][CH:27]=4)=[CH:23][CH:22]=3)[CH2:14][CH:15]3[CH2:20][CH2:19][O:18][CH2:17][CH2:16]3)=[CH:9][CH:8]=2)(=[O:6])=[O:5])[CH2:3][CH2:2]1.[NH:36]1[CH2:41][CH2:40][O:39][CH2:38][CH2:37]1.Cl.CN(C)CCCN=C=NCC.ON1C2C=CC=CC=2N=N1>CN(C)C=O.O.C(N(CC)CC)C>[CH:1]1([S:4]([C:7]2[CH:8]=[CH:9][C:10]([CH:13]([C:21]3[NH:25][C:24]([C:26]4[N:31]=[CH:30][C:29]([CH2:32][C:33]([N:36]5[CH2:41][CH2:40][O:39][CH2:38][CH2:37]5)=[O:34])=[CH:28][CH:27]=4)=[CH:23][CH:22]=3)[CH2:14][CH:15]3[CH2:20][CH2:19][O:18][CH2:17][CH2:16]3)=[CH:11][CH:12]=2)(=[O:6])=[O:5])[CH2:2][CH2:3]1 |f:2.3|. Procedure: To a solution of [6-(5-{1-[4-(cyclopropylsulfonyl)phenyl]-2-(tetrahydro-2H-pyran-4-yl)ethyl}-1H-pyrrol-2-yl)pyridin-3-yl]acetic acid (0.200 g) in N,N-dimethylformamide (5 mL) were added morpholine (0.053 mL), triethylamine (0.169 mL), N-[3-(dimethylamino)propyl]-N′-ethylcarbodiimide hydrochloride (116 mg) and 1-hydroxybenzotriazole (93 mg), and the mixture was stirred at room temperature for 16 hr. Water was added to the reaction mixture, and the mixture was extracted with ethyl acetate. The ext... Reactants: CC(CCOC1=CC=C(O1)C(=O)O)CCCC(CCCC(CCCC(C)C)C)C (5-(3,7,11,15-tetramethylhexadecyloxy)-2furoic acid), S(=O)(Cl)Cl (thionyl chloride). Yields the product CC(CCOC1=CC=C(O1)C(=O)Cl)CCCC(CCCC(CCCC(C)C)C)C (5-(3,7,11,15-tetramethylhexadecyloxy)-2-furancarboxylic acid chloride). Reaction SMILES: [CH3:1][CH:2]([CH2:14][CH2:15][CH2:16][CH:17]([CH3:29])[CH2:18][CH2:19][CH2:20][CH:21]([CH3:28])[CH2:22][CH2:23][CH2:24][CH:25]([CH3:27])[CH3:26])[CH2:3][CH2:4][O:5][C:6]1[O:10][C:9]([C:11](O)=[O:12])=[CH:8][CH:7]=1.S(Cl)([Cl:32])=O>>[CH3:1][CH:2]([CH2:14][CH2:15][CH2:16][CH:17]([CH3:29])[CH2:18][CH2:19][CH2:20][CH:21]([CH3:28])[CH2:22][CH2:23][CH2:24][CH:25]([CH3:27])[CH3:26])[CH2:3][CH2:4][O:5][C:6]1[O:10][C:9]([C:11]([Cl:32])=[O:12])=[CH:8][CH:7]=1. Procedure details: A mixture of 57.2 g (0.14 mole) of 5-(3,7,11,15-tetramethylhexadecyloxy)-2furoic acid in 300 ml of thionyl chloride is heated to reflux for 1 hour, and the excess thionyl chloride is removed by distillation to give 5-(3,7,11,15-tetramethylhexadecyloxy)-2-furancarboxylic acid chloride with is combined with 2.8 g of 2% palladium-BaSO4 catalyst, 0.6 g of quinoline-sulfur in 800 ml of xylene. A slow stream of hydrogen gas is passed through the mixture until hydrogen chloride is no longer evolved (ab... Reactants: IC1=CC(=CC=2C=COC21)[N+](=O)[O-] (7-iodo-5-nitro-1-benzofuran), NC1=CC=NC=C1 (4-aminopyridine), CC1(C2=C(C(=CC=C2)P(C3=CC=CC=C3)C4=CC=CC=C4)OC5=C(C=CC=C51)P(C6=CC=CC=C6)C7=CC=CC=C7)C (Xantphos), CC(C)(C)[O-].[Na+] (NaOtBu). Reagents/catalysts: C=1C=CC(=CC1)/C=C/C(=O)/C=C/C2=CC=CC=C2.C=1C=CC(=CC1)/C=C/C(=O)/C=C/C2=CC=CC=C2.C=1C=CC(=CC1)/C=C/C(=O)/C=C/C2=CC=CC=C2.[Pd].[Pd] (Pd2(dba)3). Solvent: C=1(C(=CC=CC1)C)C (xylene). Run at temperature 120 celsius. Product: [N+](=O)([O-])C=1C=C(C2=C(C=CO2)C1)NC1=CC=NC=C1 (N-(5-Nitro-1-benzofuran-7-yl)pyridin-4-yl-amine). Yield: 58.9%. Reaction SMILES: I[C:2]1[C:10]2[O:9][CH:8]=[CH:7][C:6]=2[CH:5]=[C:4]([N+:11]([O-:13])=[O:12])[CH:3]=1.[NH2:14][C:15]1[CH:20]=[CH:19][N:18]=[CH:17][CH:16]=1.CC1(C)C2C(=C(P(C3C=CC=CC=3)C3C=CC=CC=3)C=CC=2)OC2C(P(C3C=CC=CC=3)C3C=CC=CC=3)=CC=CC1=2.CC([O-])(C)C.[Na+]>C1(C)C(C)=CC=CC=1.C1C=CC(/C=C/C(/C=C/C2C=CC=CC=2)=O)=CC=1.C1C=CC(/C=C/C(/C=C/C2C=CC=CC=2)=O)=CC=1.C1C=CC(/C=C/C(/C=C/C2C=CC=CC=2)=O)=CC=1.[Pd].[Pd]>[N+:11]([C:4]1[CH:3]=[C:2]([NH:14][C:15]2[CH:20]=[CH:19][N:18]=[CH:17][CH:16]=2)[C:10]2[O:9][CH:8]=[CH:7][C:6]=2[CH:5]=1)([O-:13])=[O:12] |f:3.4,6.7.8.9.10|. Procedure: A mixture of 7-iodo-5-nitro-1-benzofuran (1.00 g, 3.46 mmol), 4-aminopyridine (0.39 g, 4.15 mmol), Xantphos (0.20 g, 0.36 mmol), Pd2(dba)3 (0.08 g, 0.09 mmol), NaOtBu (0.47 g, 4.84 mmol) in xylene (200 mL) was heated at 120° C. overnight. The reaction mixture was filtered through Celite and a yellow precipitate was formed which was collected by filtration to yield 0.52 g (60%) of the title product. HPLC 96%, RT: 1.344 (System A; 10-97% MeCN over 3 min). 1H NMR (270 MHz, methanol-d4) δ ppm 6.91-7... Reactants: ClC1(C(C1)C1=CC=C(N)C=C1)Cl ((-)-4-(2,2-Dichlorocyclopropyl)aniline), N(=O)[O-].[Na+] (sodium nitrite), [OH-].[Na+] (sodium hydroxide), cupric nitrate hemipentahydrate, O=C1C(O)=C([O-])[C@H](O1)[C@@H](O)CO.[Na+] (sodium ascorbate). The solvent is O (water), S(O)(O)(=O)=O (sulphuric acid), S(O)(O)(=O)=O (sulphuric acid), S(O)(O)(=O)=O (sulphuric acid), O (water), C(C)OCC (diethyl ether). Run at time 8 hour. Yields the product ClC1(C(C1)C1=CC=C(C=C1)O)Cl ((-)-4-(2,2-dichlorocyclopropyl)phenol). Isolated yield 94.4%. As a reaction SMILES: [Cl:1][C:2]1([Cl:12])[CH2:4][CH:3]1[C:5]1[CH:11]=[CH:10][C:8](N)=[CH:7][CH:6]=1.N([O-])=[O:14].[Na+].[OH-].[Na+].O=C1O[C@H]([C@H](CO)O)C([O-])=C1O.[Na+]>S(=O)(=O)(O)O.O.C(OCC)C>[Cl:1][C:2]1([Cl:12])[CH2:4][CH:3]1[C:5]1[CH:11]=[CH:10][C:8]([OH:14])=[CH:7][CH:6]=1 |f:1.2,3.4,5.6|. Procedure: (-)-4-(2,2-Dichlorocyclopropyl)aniline (5 g, 0.024 mol) from the above resolution was dissolved in concentrated sulphuric acid (25 ml) and added in aliquots (1 ml) to iced water (100 ml). The mixture was allowed to stand overnight and the resulting precipitate then removed by filtration. The solid was suspended with stirring in sulphuric acid (0.05M, 70 ml) whilst being cooled to below 5° C. and a solution of sodium nitrite (2.2 g, 0.032 mol) in sulphuric acid (0.05M, 30 ml) added. After stirrin... Reactants: NC1=C2N=CN(C2=NC=N1)C1CC(C(O1)(C=C)CO)OCC1=CC=CC=C1 ([5-(6-Amino-purin-9-yl)-3-benzyloxy-2-vinyl-tetrahydro-furan-2-yl]-methanol), solution, C(=O)O (HCOOH). Run in CO (methanol), [Pd] (Pd/C). The product is NC1=C2N=CN(C2=NC=N1)C1CC(C(O1)(CO)CC)O (5-(6-Amino-purin-9-yl)-2-ethyl-2-hydroxymethyl-tetrahydro-furan-3-ol). Yield: 63.0%. As a reaction SMILES: [NH2:1][C:2]1[N:10]=[CH:9][N:8]=[C:7]2[C:3]=1[N:4]=[CH:5][N:6]2[CH:11]1[O:15][C:14]([CH2:18][OH:19])([CH:16]=[CH2:17])[CH:13]([O:20]CC2C=CC=CC=2)[CH2:12]1.C(O)=O>CO.[Pd]>[NH2:1][C:2]1[N:10]=[CH:9][N:8]=[C:7]2[C:3]=1[N:4]=[CH:5][N:6]2[CH:11]1[O:15][C:14]([CH2:16][CH3:17])([CH2:18][OH:19])[CH:13]([OH:20])[CH2:12]1. Procedure: [5-(6-Amino-purin-9-yl)-3-benzyloxy-2-vinyl-tetrahydro-furan-2-yl]-methanol was added to a flask. A 3.4% solution of HCOOH in methanol and Pd/C were added. The reaction was allowed to stir, was filtered and the solvent evaporated to provide the titled compound in 63% yield. The reactants are ClC=1C(=C(\C(\C2=C(C=CC(=C2)F)F)=N/O)C=CC1OC)O (E-3-chloro-2',5'-difluoro-2-hydroxy-4-methoxybenzophenone oxime), C(C)(=O)OC(C)=O (acetic anhydride). Conditions: temperature 60 celsius. The product is C(C)(=O)O\N=C(/C1=C(C(=C(C=C1)OC)Cl)O)\C1=C(C=CC(=C1)F)F (E-3-chloro-2',5'-difluoro-2-hydroxy-4-methoxybenzophenone O-acetyl oxime). As a reaction SMILES: [Cl:1][C:2]1[C:3]([OH:21])=[C:4]([CH:16]=[CH:17][C:18]=1[O:19][CH3:20])/[C:5](=[N:14]\[OH:15])/[C:6]1[CH:11]=[C:10]([F:12])[CH:9]=[CH:8][C:7]=1[F:13].[C:22](OC(=O)C)(=[O:24])[CH3:23]>>[C:22]([O:15]/[N:14]=[C:5](/[C:6]1[CH:11]=[C:10]([F:12])[CH:9]=[CH:8][C:7]=1[F:13])\[C:4]1[CH:16]=[CH:17][C:18]([O:19][CH3:20])=[C:2]([Cl:1])[C:3]=1[OH:21])(=[O:24])[CH3:23]. Procedure: A mixture of 19 g of E-3-chloro-2',5'-difluoro-2-hydroxy-4-methoxybenzophenone oxime and 10 ml of acetic anhydride was warmed at 60° C. for 30 minutes. On cooling the mixture solidifies. The residue is partitioned between ethylacetate and 10% NaHCO3. The ethylacetate extract is washed with water, dried over Na2SO4 and evaporated to give E-3-chloro-2',5'-difluoro-2-hydroxy-4-methoxybenzophenone O-acetyl oxime, mp 130°-131° C.